Task: describe an organic reaction: reactants, conditions, products, and yield. Dataset: the Open Reaction Database (ORD), a public repository of structured organic reaction records Reactants: solution, [Na+].[Na+].C(CN(CC(=O)[O-])CC(=O)[O-])N(CC(=O)O)CC(=O)O (ethylenediaminetetraacetic acid disodium salt), fluoro, FC1=C(C(=O)NC(CO)(C)C)C(=CC(=C1)OC)F (2,6-Difluoro-N-(2-hydroxy-1,1-dimethylethyl)-4-methoxybenzamide), solution, II (iodine), C1(CCC1)Cl (cyclobutyl chloride), [Mg] (magnesium). The solvent is [OH-].[Na+] (sodium hydroxide), O1CCCC1 (tetrahydrofuran), O1CCCC1 (tetrahydrofuran). Run at time 1 hour. The product is C1(CCC1)C1=C(C(=CC(=C1)OC)F)C=1OCC(N1)(C)C (2-(2-Cyclobutyl-6-fluoro-4-methoxyphenyl)-4,4-dimethyl-4,5-dihydro-1,3-oxazole). As a reaction SMILES: [CH:1]1(Cl)[CH2:4][CH2:3][CH2:2]1.[Mg].II.[F:9][C:10]1[CH:23]=[C:22]([O:24][CH3:25])[CH:21]=[C:20](F)[C:11]=1[C:12]([NH:14][C:15]([CH3:19])([CH3:18])[CH2:16][OH:17])=O.[Na+].[Na+].C(N(CC(O)=O)CC(O)=O)CN(CC([O-])=O)CC([O-])=O>O1CCCC1.[OH-].[Na+]>[CH:1]1([C:20]2[CH:21]=[C:22]([O:24][CH3:25])[CH:23]=[C:10]([F:9])[C:11]=2[C:12]2[O:17][CH2:16][C:15]([CH3:19])([CH3:18])[N:14]=2)[CH2:4][CH2:3][CH2:2]1 |f:4.5.6,8.9|. Procedure: To a solution of cyclobutyl chloride (5.64 g, 62 mmol) in anhydrous tetrahydrofuran (60 mL) was added magnesium turnings (1.56 g, 65 mmol) followed by a crystal of iodine, at room temperature. The mixture was stirred at room temperature for 1 hour, followed by a further hour under reflux. A solution of the fluoro compound from preparation 2 (7.23 g, 30 mmol) in tetrahydrofuran (80 mL) was cooled in an ice-bath to 0° C., and the grignard solution (40 mL) was added dropwise over 15 minutes, the co... The reactants are C(C)[Mg]Br (ethylmagnesium bromide), BrC=1C=C(SC1)C=O (4-bromothiophene-2-carbaldehyde), [Cl-].[NH4+] (ammonium chloride). The solvent is C1CCOC1 (THF), C(C)OCC (ethyl ether). Run at time 2 hour. Yields the product BrC=1C=C(SC1)C(CC)O (1-(4-Bromo-2-thiophenyl)-1-propanol). Reaction SMILES: [Br:1][C:2]1[CH:3]=[C:4]([CH:7]=[O:8])[S:5][CH:6]=1.[CH2:9]([Mg]Br)[CH3:10].[Cl-].[NH4+]>C(OCC)C.C1COCC1>[Br:1][C:2]1[CH:3]=[C:4]([CH:7]([OH:8])[CH2:9][CH3:10])[S:5][CH:6]=1 |f:2.3|. Reported procedure: 10 g (52 mmol) of 4-bromothiophene-2-carbaldehyde are dissolved in 200 mL of ethyl ether and 20 mL of THF. 26.6 mL (78 mmol) of 3.0M ethylmagnesium bromide are added slowly. After 2 hours at room temperature, the reaction medium is poured into saturated ammonium chloride solution. After extraction, a yellow oil is obtained (m=11.5 g, Y=99%). Starting materials: BrCCc1ccccc1, C1CCOC1, I, [Mg], O=Cc1cnc2sc3ccccc3n12. The product is OC(CCc1ccccc1)c1cnc2sc3ccccc3n12. As a reaction SMILES: [Br:2][CH2:3][CH2:4][c:5]1[cH:6][cH:7][cH:8][cH:9][cH:10]1.[CH2:26]1[O:27][CH2:28][CH2:29][CH2:30]1.[I:11].[Mg:1].[n:12]1[cH:13][c:14]([CH:24]=[O:25])[n:15]2[c:16]1[s:17][c:18]1[c:19]2[cH:20][cH:21][cH:22][cH:23]1>>[CH2:3]([CH2:4][c:5]1[cH:6][cH:7][cH:8][cH:9][cH:10]1)[CH:24]([c:14]1[cH:13][n:12][c:16]2[n:15]1[c:19]1[c:18]([s:17]2)[cH:23][cH:22][cH:21][cH:20]1)[OH:25]. The reactants are Cl (hydrochloride), C([O-])([O-])=O.[K+].[K+] (potassium carbonate), FCCCI (1-fluoro-3-iodo-propane), [N+](=O)([O-])C=1C=C(C=CC1)N1CCNCC1 (1-(3-nitro-phenyl)-piperazine). Solvent: C(C)#N (acetonitrile), O (water). Conditions: time 3 day. Product: FCCCN1CCN(CC1)C1=CC(=CC=C1)[N+](=O)[O-] (1-(3-Fluoro-propyl)-4-(3-nitro-phenyl)-piperazine), oil. The yield is 80.0%. Reaction SMILES: [N+:1]([C:4]1[CH:5]=[C:6]([N:10]2[CH2:15][CH2:14][NH:13][CH2:12][CH2:11]2)[CH:7]=[CH:8][CH:9]=1)([O-:3])=[O:2].Cl.C(=O)([O-])[O-].[K+].[K+].[F:23][CH2:24][CH2:25][CH2:26]I>C(#N)C.O>[F:23][CH2:24][CH2:25][CH2:26][N:13]1[CH2:14][CH2:15][N:10]([C:6]2[CH:7]=[CH:8][CH:9]=[C:4]([N+:1]([O-:3])=[O:2])[CH:5]=2)[CH2:11][CH2:12]1 |f:2.3.4|. Reported procedure: To a suspension of 1-(3-nitro-phenyl)-piperazine; hydrochloride (1.0 g, 4.1 mmol) and potassium carbonate (0.62 g, 4.5 mmol) in acetonitrile (10 mL) was added 1-fluoro-3-iodo-propane (0.85 g, 4.5 mmol) and was stirred at room temperature for 3 days. The mixture was poured into water (50 mL) and extracted with dichloromethane (3×20 mL). The combined organic layers were washed with saturated aqueous sodium chloride (10 mL), dried over magnesium sulfate, filtered and evaporated. 1-(3-Fluoro-propyl)... Reactants: OC(=O)CCCC[C@@H]1SC[C@@H]2NC(=O)N[C@H]12 (biotin), N(CCO)CCO (diethanolamine). The product is C(CCCC[C@@H]1SC[C@@H]2NC(=O)N[C@H]12)(=O)O.N(CCO)CCO (Diethanolamine biotinate). As a reaction SMILES: [OH:1][C:2]([CH2:4][CH2:5][CH2:6][CH2:7][C@H:8]1[C@@H:16]2[C@@H:11]([NH:12][C:13]([NH:15]2)=[O:14])[CH2:10][S:9]1)=[O:3].[NH:17]([CH2:21][CH2:22][OH:23])[CH2:18][CH2:19][OH:20]>>[C:2]([OH:3])(=[O:1])[CH2:4][CH2:5][CH2:6][CH2:7][C@H:8]1[C@@H:16]2[C@@H:11]([NH:12][C:13]([NH:15]2)=[O:14])[CH2:10][S:9]1.[NH:17]([CH2:21][CH2:22][OH:23])[CH2:18][CH2:19][OH:20] |f:2.3|. Procedure details: Diethanolamine biotinate was prepared, according to the same methodology described in Example 1, by reacting biotin with diethanolamine. The reactants are CNC(=O)C1=CC2=C(N1C)SC=C2 (N,6-dimethyl-6H-thieno[2,3-b]pyrrole-5-carboxamide), [H-].[H-].[H-].[H-].[Li+].[Al+3] (LiAlH4). The solvent is C1CCOC1 (THF), C1CCOC1 (THF). Yields the product CN1C2=C(C=C1CNC)C=CS2 (6-Methyl-5-(methylaminomethyl)-6H-thieno[2,3-b]pyrrole). Isolated yield 114.2%. RXN SMILES: [CH3:1][NH:2][C:3]([C:5]1[N:9]([CH3:10])[C:8]2[S:11][CH:12]=[CH:13][C:7]=2[CH:6]=1)=O.[H-].[H-].[H-].[H-].[Li+].[Al+3]>C1COCC1>[CH3:10][N:9]1[C:5]([CH2:3][NH:2][CH3:1])=[CH:6][C:7]2[CH:13]=[CH:12][S:11][C:8]1=2 |f:1.2.3.4.5.6|. Procedure details: To a solution of N,6-dimethyl-6H-thieno[2,3-b]pyrrole-5-carboxamide (134 mg, 0.69 mmole) in dry THF (5 mL) was added a solution of LiAlH4 in THF (1.0 M, 1.38 mL, 1.38 mmole) slowly at RT. After gas evolution had ceased the mixture was heated to a gentle reflux. After 2 hr the mixture was cooled to RT and quenched by dropwise addition of 2M NaOH until a white solid had formed. The mixture was dried (MgSO4), filtered, and concentrated to give the title compound as a brown oil (142 mg, 100%) which ... Reactants: NCCCCC=1SC=CN1 (2-(4-aminobutyl)thiazole), C1(=C(C(=C(C(=C1F)F)F)N)F)N.Cl.Cl (dihydrochloride), C(#N)NC(SC)=NC (N-cyano-N', S-dimethylisothiourea). Run in C(C)#N (acetonitrile). The product is C(#N)NC(=NCCCCC=1SC=CN1)NC (N-cyano-N'-methyl-N"-[4-(2-thiazolyl)butyl]guanidine). RXN SMILES: [NH2:1][CH2:2][CH2:3][CH2:4][CH2:5][C:6]1[S:7][CH:8]=[CH:9][N:10]=1.C1(N)C(F)=C(F)C(F)=C(N)C=1F.Cl.Cl.[C:25]([NH:27][C:28](=[N:31][CH3:32])SC)#[N:26]>C(#N)C>[C:25]([NH:27][C:28]([NH:31][CH3:32])=[N:1][CH2:2][CH2:3][CH2:4][CH2:5][C:6]1[S:7][CH:8]=[CH:9][N:10]=1)#[N:26] |f:1.2.3|. Reported procedure: A solution of 2-(4-aminobutyl)thiazole (from the dihydrochloride 13.8 g.) and N-cyano-N', S-dimethylisothiourea (7.75 g) in acetonitrile was heated under reflux for 24 hours. Following concentration, the residue was chromatographed on a column of silica gel with acetonitrile as eluant and the product obtained was recrystallised from isopropyl alcohol-isopropyl acetate to yield N-cyano-N'-methyl-N"-[4-(2-thiazolyl)butyl]guanidine m.p. 87°-89.5°. Starting materials: N#Cc1cnc2oc(C(=O)O)cc2c1, CCN=C=NCCCN(C)C, CN(C)C=O, Cl, CC(C)(C)OC(=O)COc1ccc(N)cc1, O, On1nnc2ccccc21. Product: CC(C)(C)OC(=O)COc1ccc(NC(=O)c2cc3cc(C#N)cnc3o2)cc1. RXN SMILES: [C:1](#[N:2])[c:3]1[cH:4][c:5]2[c:6]([n:7][cH:8]1)[o:9][c:10]([C:12](=[O:13])[OH:14])[cH:11]2.[CH3:42][N:43]([CH3:44])[CH2:45][CH2:46][CH2:47][N:48]=[C:49]=[N:50][CH2:51][CH3:52].[CH3:53][N:54]([CH3:55])[CH:56]=[O:57].[ClH:41].[NH2:15][c:16]1[cH:17][cH:18][c:19]([O:20][CH2:21][C:22](=[O:23])[O:24][C:25]([CH3:26])([CH3:27])[CH3:28])[cH:29][cH:30]1.[OH2:58].[OH:31][n:32]1[c:33]2[cH:34][cH:35][cH:36][cH:37][c:38]2[n:39][n:40]1>>[C:1](#[N:2])[c:3]1[cH:4][c:5]2[c:6]([n:7][cH:8]1)[o:9][c:10]([C:12](=[O:14])[NH:15][c:16]1[cH:17][cH:18][c:19]([O:20][CH2:21][C:22](=[O:23])[O:24][C:25]([CH3:26])([CH3:27])[CH3:28])[cH:29][cH:30]1)[cH:11]2. Reactants: C1(=CC=CC=C1)S(=O)(=O)NC1=C(C(=O)Cl)C=C(C=C1)Cl (2-phenylsulfonylamino-5-chlorobenzoyl chloride), C[C@@H](C1=CC=C(C=C1)OC)N (S-(−)-1-(4-methoxyphenyl)ethylamine). RXN SMILES: [C:1]1([S:7]([NH:10][C:11]2[CH:19]=[CH:18][C:17]([Cl:20])=[CH:16][C:12]=2[C:13](Cl)=[O:14])(=[O:9])=[O:8])[CH:6]=[CH:5][CH:4]=[CH:3][CH:2]=1.[CH3:21][C@H:22]([NH2:31])[C:23]1[CH:28]=[CH:27][C:26]([O:29][CH3:30])=[CH:25][CH:24]=1>>[C:1]1([S:7]([NH:10][C:11]2[CH:19]=[CH:18][C:17]([Cl:20])=[CH:16][C:12]=2[C:13]([NH:31][C@H:22]([C:23]2[CH:28]=[CH:27][C:26]([O:29][CH3:30])=[CH:25][CH:24]=2)[CH3:21])=[O:14])(=[O:9])=[O:8])[CH:6]=[CH:5][CH:4]=[CH:3][CH:2]=1. Yields the product C1(=CC=CC=C1)S(=O)(=O)NC1=C(C(=O)N[C@@H](C)C2=CC=C(C=C2)OC)C=C(C=C1)Cl ((S)-2-Phenylsulfonylamino-5-chloro-N-[1-(4-methoxyphenyl)ethyl]-benzamide). Procedure: 136 mg of the title compound were obtained from 2-phenylsulfonylamino-5-chlorobenzoyl chloride and S-(−)-1-(4-methoxyphenyl)ethylamine in accordance with general method 5. MS (ES+): m/z=445 (M+1). Reactants: CCO, N#Cc1ccccc1-n1cnnc1. The product is NCc1ccccc1-n1cnnc1. As a reaction SMILES: [CH3:14][CH2:15][OH:16].[n:1]1[n:2][cH:3][n:4](-[c:6]2[c:7]([C:12]#[N:13])[cH:8][cH:9][cH:10][cH:11]2)[cH:5]1>>[n:1]1[n:2][cH:3][n:4](-[c:6]2[c:7]([CH2:12][NH2:13])[cH:8][cH:9][cH:10][cH:11]2)[cH:5]1.